Dataset: the Open Reaction Database (ORD), a public repository of structured organic reaction records. Task: describe an organic reaction: reactants, conditions, products, and yield The reagents and catalysts are [Cl-].[Zr+4].[Cl-].[Cl-].[Cl-] (zirconium (IV) chloride). Yields the product BrC=1C=C(C=CC1)[C@@H]1NCCC[C@@H]1N (cis-2-(3-Bromo-phenyl)-piperidin-3-ylamine). Reaction SMILES: [BH4-].[Na+].[Br:3][C:4]1[CH:5]=[C:6]([CH:10]2[NH:15][C:14](=O)[CH2:13][CH2:12][C:11]2=[N:17]O)[CH:7]=[CH:8][CH:9]=1.Cl.[OH-].[Na+]>O1CCCC1.CO.[Cl-].[Zr+4].[Cl-].[Cl-].[Cl-]>[Br:3][C:4]1[CH:5]=[C:6]([C@H:10]2[C@@H:11]([NH2:17])[CH2:12][CH2:13][CH2:14][NH:15]2)[CH:7]=[CH:8][CH:9]=1 |f:0.1,4.5,8.9.10.11.12|. Procedure details: Dry tetrahydrofuran (100 ml) was added to a flask containing zirconium (IV) chloride (6.17 g) cooled to 0° under nitrogen. Sodium borohydride (4.0 g) was added and the mixture stirred as it warmed to room temperature over 15 mins. A suspension of 6-(3bromo-phenyl)-piperidin-2,5dione 5-oxime (xg) in dry tetrahydrofuran (50 ml) was added dropwise and the mixture was stirred at room temperature for 18 h. Concentrated hydrochloric acid (10 ml) in methanol (60 ml) was cautiously added and the mixture... Solvent: O1CCCC1 (tetrahydrofuran), O1CCCC1 (tetrahydrofuran), CO (methanol). Reactants: [BH4-].[Na+] (Sodium borohydride), BrC=1C=C(C=CC1)C1C(CCC(N1)=O)=NO (6-(3bromo-phenyl)-piperidin-2,5dione 5-oxime), [OH-].[Na+] (sodium hydroxide), Cl (hydrochloric acid).